This data is from the Open Reaction Database (ORD), a public repository of structured organic reaction records. The task is: describe an organic reaction: reactants, conditions, products, and yield The reactants are [Al+3], CC(C)[O-], CC(C)[O-], CC(C)[O-], CC(C)C(=O)C=C(Cl)Cl. Yields the product CC(C)C(O)C=C(Cl)Cl. RXN SMILES: [Al+3:5].[CH3:10][CH:11]([CH3:12])[O-:13].[CH3:1][CH:2]([CH3:3])[O-:4].[CH3:6][CH:7]([CH3:8])[O-:9].[Cl:14][C:15](=[CH:16][C:17]([CH:18]([CH3:19])[CH3:20])=[O:21])[Cl:22]>>[Cl:14][C:15](=[CH:16][CH:17]([CH:18]([CH3:19])[CH3:20])[OH:21])[Cl:22]. Starting materials: CC(C)(C)OC(=O)N1CCN(c2ccc(N)nc2)CC1, Cc1ccccc1, COCc1cc2cnc(S(C)=O)nc2n(C2CCCC2)c1=O. The product is COCc1cc2cnc(Nc3ccc(N4CCN(C(=O)OC(C)(C)C)CC4)cn3)nc2n(C2CCCC2)c1=O. As a reaction SMILES: [C:23]([CH3:24])([CH3:25])([CH3:26])[O:27][C:28](=[O:29])[N:30]1[CH2:31][CH2:32][N:33]([c:36]2[cH:37][n:38][c:39]([NH2:42])[cH:40][cH:41]2)[CH2:34][CH2:35]1.[CH3:43][c:44]1[cH:45][cH:46][cH:47][cH:48][cH:49]1.[CH:1]1([n:6]2[c:7](=[O:22])[c:8]([CH2:19][O:20][CH3:21])[cH:9][c:10]3[c:11]2[n:12][c:13]([S:16]([CH3:17])=[O:18])[n:14][cH:15]3)[CH2:2][CH2:3][CH2:4][CH2:5]1>>[CH:1]1([n:6]2[c:7](=[O:22])[c:8]([CH2:19][O:20][CH3:21])[cH:9][c:10]3[c:11]2[n:12][c:13]([NH:42][c:39]2[n:38][cH:37][c:36]([N:33]4[CH2:32][CH2:31][N:30]([C:28]([O:27][C:23]([CH3:24])([CH3:25])[CH3:26])=[O:29])[CH2:35][CH2:34]4)[cH:41][cH:40]2)[n:14][cH:15]3)[CH2:2][CH2:3][CH2:4][CH2:5]1. Starting materials: Cc1ccc(CCC(CO[Si](C)(C)C(C)(C)C)n2cnc(C(N)=O)c2)cc1, C1CCOC1. Yields the product Cc1ccc(CCC(CO)n2cnc(C(N)=O)c2)cc1. Reaction SMILES: [C:1]([Si:2]([CH3:3])([CH3:4])[O:6][CH2:7][CH:8]([CH2:9][CH2:10][c:11]1[cH:12][cH:13][c:14]([CH3:17])[cH:15][cH:16]1)[n:18]1[cH:19][n:20][c:21]([C:23](=[O:24])[NH2:25])[cH:22]1)([CH3:5])([CH3:26])[CH3:27].[CH2:28]1[O:29][CH2:30][CH2:31][CH2:32]1>>[OH:6][CH2:7][CH:8]([CH2:9][CH2:10][c:11]1[cH:12][cH:13][c:14]([CH3:17])[cH:15][cH:16]1)[n:18]1[cH:19][n:20][c:21]([C:23](=[O:24])[NH2:25])[cH:22]1. The solvent is C1=CC=CC=C1 (benzene), C1=CC=CC=C1 (benzene). Reported procedure: To a stirred solution of 58 parts of ethyl 4-[(4-chlorophenyl)amino]-1-piperidinecarboxylate in 240 parts of benzene is added dropwise a solution of 46.2 parts of benzeneacetyl chloride in 80 parts of benzene at a temperature between 40°-70° C. Upon completion, the whole is stirred and refluxed for 6h.15. The reaction mixture is cooled and filtered. The filtrate is washed successively with water, sodium hydrogen carbonate solution and water, then dried and evaporated in vacuo. The residue is cry... Reactants: 58, ClC1=CC=C(C=C1)NC1CCN(CC1)C(=O)OCC (ethyl 4-[(4-chlorophenyl)amino]-1-piperidinecarboxylate), 46.2, C1(=CC=CC=C1)CC(=O)Cl (benzeneacetyl chloride). Yields the product 47, ClC1=CC=C(C=C1)N(C(CC1=CC=CC=C1)=O)C1CCN(CC1)C(=O)OCC (ethyl 4-[N-(4-chlorophenyl)-N-(phenylacetyl)amino]-1-piperidinecarboxylate). RXN SMILES: [Cl:1][C:2]1[CH:7]=[CH:6][C:5]([NH:8][CH:9]2[CH2:14][CH2:13][N:12]([C:15]([O:17][CH2:18][CH3:19])=[O:16])[CH2:11][CH2:10]2)=[CH:4][CH:3]=1.[C:20]1([CH2:26][C:27](Cl)=[O:28])[CH:25]=[CH:24][CH:23]=[CH:22][CH:21]=1>C1C=CC=CC=1>[Cl:1][C:2]1[CH:7]=[CH:6][C:5]([N:8]([CH:9]2[CH2:10][CH2:11][N:12]([C:15]([O:17][CH2:18][CH3:19])=[O:16])[CH2:13][CH2:14]2)[C:27](=[O:28])[CH2:26][C:20]2[CH:25]=[CH:24][CH:23]=[CH:22][CH:21]=2)=[CH:4][CH:3]=1. The product is FC=1C=C(C=NC1OC)NC1=NC=C(C=C1C1=NC(=NC(=N1)C)N)C(C(F)(F)F)N1CCN(CC1)S(=O)(=O)C (4-(2-(5-Fluoro-6-Methoxypyridin-3-Ylamino)-5-(2,2,2-Trifluoro-1-(4-(Methylsulfonyl)Piperazin-1-yl)Ethyl)Pyridin-3-yl)-6-Methyl-1,3,5-Triazin-2-Amine). Starting materials: COC1=CC=C(CN(C2=NC(=NC(=N2)C)C=2C=C(C=NC2NC=2C=NC(=C(C2)F)OC)C(C(F)(F)F)N2CCN(CC2)C(=O)OC(C)(C)C)CC2=CC=C(C=C2)OC)C=C1 (tert-butyl 4-(1-(5-(4-(bis(4-methoxybenzyl)amino)-6-methyl-1,3,5-triazin-2-yl)-6-(5-fluoro-6-methoxypyridin-3-ylamino)pyridin-3-yl)-2,2,2-trifluoroethyl)piperazine-1-carboxylate), FC(C(=O)O)(F)F (trifluoroacetic acid), FC(S(=O)(=O)O)(F)F (trifluoromethanesulfonic acid). Procedure details: The title compound was prepared from tert-butyl 4-(1-(5-(4-(bis(4-methoxybenzyl)amino)-6-methyl-1,3,5-triazin-2-yl)-6-(5-fluoro-6-methoxypyridin-3-ylamino)pyridin-3-yl)-2,2,2-trifluoroethyl)piperazine-1-carboxylate via the similar deprotection step as previously described in Example 178, Step 4 using trifluoroacetic acid and trifluoromethanesulfonic acid and isolated (quantitative) as a yellow solid. m/z (ESI, +ve ion) 572 (M+H)+. 1H NMR (400 MHz, d6-DMSO) δ 11.96 (s, 1H) 8.84 (d, J=2.15 Hz, 1H)... Reaction SMILES: COC1C=CC(C[N:8](CC2C=CC(OC)=CC=2)[C:9]2[N:14]=[C:13]([CH3:15])[N:12]=[C:11]([C:16]3[CH:17]=[C:18]([CH:32]([N:37]4[CH2:42][CH2:41][N:40](C(OC(C)(C)C)=O)[CH2:39][CH2:38]4)[C:33]([F:36])([F:35])[F:34])[CH:19]=[N:20][C:21]=3[NH:22][C:23]3[CH:24]=[N:25][C:26]([O:30][CH3:31])=[C:27]([F:29])[CH:28]=3)[N:10]=2)=CC=1.FC(F)(F)C(O)=O.F[C:69](F)(F)[S:70](O)(=[O:72])=[O:71]>>[F:29][C:27]1[CH:28]=[C:23]([NH:22][C:21]2[C:16]([C:11]3[N:12]=[C:13]([CH3:15])[N:14]=[C:9]([NH2:8])[N:10]=3)=[CH:17][C:18]([CH:32]([N:37]3[CH2:38][CH2:39][N:40]([S:70]([CH3:69])(=[O:72])=[O:71])[CH2:41][CH2:42]3)[C:33]([F:34])([F:35])[F:36])=[CH:19][N:20]=2)[CH:24]=[N:25][C:26]=1[O:30][CH3:31]. Starting materials: C(=O)=O (CO2), N(C)(C)C (NMe3), C(CCCCCCC)N (octyl amine), P1, CCCCCCCCCCCCC (tridecane), C(N)(OCCCCCCCC)=O (octyl carbamate), C(=O)=O (carbon dioxide), CN(C)C.S(=O)(=O)=O (sulfur trioxide trimethylamine). Run in C(C)#N (acetonitrile), C(C)OCC (diethyl ether), C(C)#N (acetonitrile). Conditions: time 30 minute. The product is C(CCCCCCC)N=C=O (octyl isocyanate). Yield: 11.0%. RXN SMILES: [CH2:1]([NH2:9])[CH2:2][CH2:3][CH2:4][CH2:5][CH2:6][CH2:7][CH3:8].CCCCCCCCCCCCC.[C:23](=O)=[O:24].CN(C)C.S(=O)(=O)=O.C(=O)(OCCCCCCCC)N.N(C)(C)C>C(OCC)C.C(#N)C>[CH2:1]([N:9]=[C:23]=[O:24])[CH2:2][CH2:3][CH2:4][CH2:5][CH2:6][CH2:7][CH3:8] |f:3.4|. Reported procedure: A Fischer-Porter bottle was charged with 0.55 g (4.2 mmol) of octyl amine, 0.99 g of P1 tBu (3 mmol), 25 mL of acetonitrile and 130 mg (0.84 mmol) of tridecane as an internal standard. The bottle was pressurized to 80 psig with carbon dioxide and the solution was stirred for 30 min. at room temperature. A second Ficher-Porter bottle was charged with 0.65 g (4.7 mmol) of sulfur trioxide trimethylamine adduct (SO3 -NMe3) and 20 mL of acetonitrile then pressurized to 80 psig with CO2. The two solut...